Task: describe an organic reaction: reactants, conditions, products, and yield. Dataset: the Open Reaction Database (ORD), a public repository of structured organic reaction records Starting materials: C1CCOC1, CCOC(C)=O, CO, COc1ccc(-n2nc(COC3CCCCO3)cc2-c2ccc(Cl)c(Cl)c2)cc1, Cc1ccc(S(=O)(=O)O)cc1. Product: COc1ccc(-n2nc(CO)cc2-c2ccc(Cl)c(Cl)c2)cc1. RXN SMILES: [CH2:12]1[O:13][CH2:14][CH2:15][CH2:16]1.[CH3:17][CH2:18][O:19][C:20]([CH3:21])=[O:22].[CH3:52][OH:53].[Cl:23][c:24]1[cH:25][c:26](-[c:31]2[cH:32][c:33]([CH2:44][O:45][CH:46]3[CH2:47][CH2:48][CH2:49][CH2:50][O:51]3)[n:34][n:35]2-[c:36]2[cH:37][cH:38][c:39]([O:42][CH3:43])[cH:40][cH:41]2)[cH:27][cH:28][c:29]1[Cl:30].[c:1]1([CH3:2])[cH:3][cH:4][c:5]([S:6]([OH:7])(=[O:8])=[O:9])[cH:10][cH:11]1>>[Cl:23][c:24]1[cH:25][c:26](-[c:31]2[cH:32][c:33]([CH2:44][OH:45])[n:34][n:35]2-[c:36]2[cH:37][cH:38][c:39]([O:42][CH3:43])[cH:40][cH:41]2)[cH:27][cH:28][c:29]1[Cl:30].